Dataset: the Open Reaction Database (ORD), a public repository of structured organic reaction records. Task: describe an organic reaction: reactants, conditions, products, and yield Starting materials: O=[N+]([O-])c1ccc(CBr)c(F)c1, C1CCOC1, [H-], [Na+], CN(C)C=O, O=C1NCCO1, O. The product is O=C1OCCN1Cc1ccc([N+](=O)[O-])cc1F. Reaction SMILES: [Br:9][CH2:10][c:11]1[c:12]([F:20])[cH:13][c:14]([N+:17](=[O:18])[O-:19])[cH:15][cH:16]1.[CH2:22]1[O:23][CH2:24][CH2:25][CH2:26]1.[H-:1].[Na+:2].[O:27]=[CH:28][N:29]([CH3:30])[CH3:31].[O:3]1[C:4](=[O:8])[NH:5][CH2:6][CH2:7]1.[OH2:21]>>[O:3]1[C:4](=[O:8])[N:5]([CH2:10][c:11]2[c:12]([F:20])[cH:13][c:14]([N+:17](=[O:18])[O-:19])[cH:15][cH:16]2)[CH2:6][CH2:7]1. The reactants are C(C)(C)(C)OC(NCC(COC=1C=C(C=CC1)C)NC(=O)OCC1=CC=CC=C1)=O ((2-benzyloxycarbonylamino-3-m-tolyloxypropyl)carbamic acid tert-butyl ester), solution, Cl (hydrogen chloride). The solvent is O1CCOCC1 (dioxane). Run at time 1 hour. Product: C(C1=CC=CC=C1)OC(NC(COC=1C=C(C=CC1)C)CNC(C1=CC=CC=C1)=O)=O ([1-(benzoylaminomethyl)-2-m-tolyloxyethyl]carbamic acid benzyl ester). Yield: 180.1%. As a reaction SMILES: C(O[C:6](=[O:30])[NH:7][CH2:8][CH:9]([NH:19][C:20]([O:22][CH2:23][C:24]1[CH:29]=[CH:28][CH:27]=[CH:26][CH:25]=1)=[O:21])[CH2:10][O:11][C:12]1[CH:13]=[C:14]([CH3:18])[CH:15]=[CH:16][CH:17]=1)(C)(C)C.Cl>O1CCOCC1>[CH2:23]([O:22][C:20](=[O:21])[NH:19][CH:9]([CH2:8][NH:7][C:6](=[O:30])[C:12]1[CH:13]=[CH:14][CH:15]=[CH:16][CH:17]=1)[CH2:10][O:11][C:12]1[CH:13]=[C:14]([CH3:18])[CH:15]=[CH:16][CH:17]=1)[C:24]1[CH:25]=[CH:26][CH:27]=[CH:28][CH:29]=1. Procedure details: To (2-benzyloxycarbonylamino-3-m-tolyloxypropyl)carbamic acid tert-butyl ester (220 mg) obtained in Step 2 was added 4N solution (2 ml) of hydrogen chloride in dioxane, and the mixture was stirred at room temperature for 1 hr. The solvent was evaporated, dichloromethane (7 ml), benzoyl chloride (96 μl) and triethylamine (265 μl) were added to the obtained solid, and the mixture was stirred at room temperature for 1 hr. The reaction mixture was diluted with ethyl acetate and, after washing with w... The product is ClC1=C(C=2C(N(C=CC2)CC(=O)C2=CC=CC=C2)=N1)CC#N (2-Chloro-3-cyanomethyl-7-phenacylpyrrolo[2,3-b]pyridine). Reported procedure: A solution of 0,66 g (3,4 mmol) 2-chloro-3-cyanomethyl-pyrrolo[2,3-b]pyridine, and 0,65 g (3,8 mmol) phenacyl bromide in 40 ml acetonitrile was refluxed for 20 h. The mixture was allowed to cool and the precipitated product was filtred off and recrystallized from acetonitrile. Chromatography on silica gel eluting with ethyl acetate gave the desired product (0,094g, 9%). Reaction SMILES: [Cl:1][C:2]1[NH:10][C:5]2=[N:6][CH:7]=[CH:8][CH:9]=[C:4]2[C:3]=1[CH2:11][C:12]#[N:13].[CH2:14](Br)[C:15]([C:17]1[CH:22]=[CH:21][CH:20]=[CH:19][CH:18]=1)=[O:16]>C(#N)C>[Cl:1][C:2]1[N:10]=[C:5]2[N:6]([CH2:14][C:15]([C:17]3[CH:22]=[CH:21][CH:20]=[CH:19][CH:18]=3)=[O:16])[CH:7]=[CH:8][CH:9]=[C:4]2[C:3]=1[CH2:11][C:12]#[N:13]. Solvent: C(C)#N (acetonitrile). The reactants are ClC1=C(C=2C(=NC=CC2)N1)CC#N (2-chloro-3-cyanomethyl-pyrrolo[2,3-b]pyridine), C(C(=O)C1=CC=CC=C1)Br (phenacyl bromide). Yield: 9.0%.